Task: describe an organic reaction: reactants, conditions, products, and yield. Dataset: the Open Reaction Database (ORD), a public repository of structured organic reaction records Reactants: CC(=O)Oc1ccc(C(=O)Oc2c(F)c(F)c(F)c(F)c2F)cc1, Cl, C1CCOC1. Yields the product O=C(Oc1c(F)c(F)c(F)c(F)c1F)c1ccc(O)cc1. Reaction SMILES: [C:1](=[O:2])([CH3:3])[O:4][c:5]1[cH:6][cH:7][c:8]([C:9](=[O:10])[O:11][c:12]2[c:13]([F:22])[c:14]([F:21])[c:15]([F:20])[c:16]([F:19])[c:17]2[F:18])[cH:23][cH:24]1.[ClH:25].[O:26]1[CH2:27][CH2:28][CH2:29][CH2:30]1>>[OH:4][c:5]1[cH:6][cH:7][c:8]([C:9](=[O:10])[O:11][c:12]2[c:13]([F:22])[c:14]([F:21])[c:15]([F:20])[c:16]([F:19])[c:17]2[F:18])[cH:23][cH:24]1. The reactants are [O-]S(=O)S(=O)[O-].[Na+].[Na+] (Na2S2O4), ClC=1C(=C(C(=NC1)N)[N+](=O)[O-])N1CCN(CC1)CC=1N=CSC1 (5-chloro-3-nitro-4-(4-(thiazol-4-ylmethyl)piperazin-1-yl)pyridin-2-amine), CCO (EtOH), O1CCN(CC1)CC1=CC=C(C=O)C=C1 (4-(morpholinomethyl)benzaldehyde). Reagents/catalysts: N (NH3). Run in C(Cl)Cl (DCM), CN(C)C=O (DMF). Reaction conditions: temperature 85 celsius. The product is ClC=1C(=C2C(=NC1)NC(=N2)C2=CC=C(CN1CCOCC1)C=C2)N2CCN(CC2)CC=2N=CSC2 (4-(4-(6-Chloro-7-(4-(thiazol-4-ylmethyl)piperazin-1-yl)-3H-imidazo[4,5-b]pyridin-2-yl)benzyl)morpholine). As a reaction SMILES: [Cl:1][C:2]1[C:3]([N:12]2[CH2:17][CH2:16][N:15]([CH2:18][C:19]3[N:20]=[CH:21][S:22][CH:23]=3)[CH2:14][CH2:13]2)=[C:4]([N+:9]([O-])=O)[C:5]([NH2:8])=[N:6][CH:7]=1.CCO.[O:27]1[CH2:32][CH2:31][N:30]([CH2:33][C:34]2[CH:41]=[CH:40][C:37]([CH:38]=O)=[CH:36][CH:35]=2)[CH2:29][CH2:28]1.[O-]S(S([O-])=O)=O.[Na+].[Na+]>C(Cl)Cl.N.CN(C=O)C>[Cl:1][C:2]1[C:3]([N:12]2[CH2:17][CH2:16][N:15]([CH2:18][C:19]3[N:20]=[CH:21][S:22][CH:23]=3)[CH2:14][CH2:13]2)=[C:4]2[N:9]=[C:38]([C:37]3[CH:36]=[CH:35][C:34]([CH2:33][N:30]4[CH2:31][CH2:32][O:27][CH2:28][CH2:29]4)=[CH:41][CH:40]=3)[NH:8][C:5]2=[N:6][CH:7]=1 |f:3.4.5|. Procedure: To a mixture of 5-chloro-3-nitro-4-(4-(thiazol-4-ylmethyl)piperazin-1-yl)pyridin-2-amine (0.076 g, 0.21 mmol), EtOH (3.6 mL) and DMF (0.49 mL), 4-(morpholinomethyl)benzaldehyde (0.047 g, 0.23 mmol, 1.1 eq) was added followed by a freshly prepared aqueous solution of Na2S2O4 (1M; 0.64 mL, 0.64 mmol). The reaction mixture was heated at 85° C. for 24 h, then allowed to cool to room temperature and diluted with DCM and a few drops of aqueous NH3 until complete dissolution was observed. This solution... The reactants are C(=O)(OC(C)(C)C)N[C@@H](CC1=CC=CC=C1)[C@@H]1CCC(O1)=O (5(S)-[1(S)-(Boc-amino)-2-phenylethyl]dihydrofuran-2-(3H)-one), C(CC)(=O)O (propionic acid), CN1CCCN(C1=O)C (DMPU), COC1=C(CBr)C=CC(=C1)OC (2,4-dimethoxybenzyl bromide), solution, C[Si](C)(C)[N-][Si](C)(C)C.[Li+] (lithium bis(trimethylsilyl)amide), C(CC(O)(C(=O)O)CC(=O)O)(=O)O (citric acid). Run in C(C)(=O)OCC (ethyl acetate), O (water), C1CCOC1 (THF), C1(=CC=CC=C1)C (toluene), C1CCOC1 (THF). Reaction conditions: time 15 minute. Product: C(=O)(OC(C)(C)C)N[C@@H](CC1=CC=CC=C1)[C@@H]1C[C@H](C(O1)=O)CC1=C(C=C(C=C1)OC)OC (5(S)-[1(S)-(Boc-Amino)-2-phenylethyl]-3(R)-[(2,4-dimethoxyphenyl)methyl]-dihydrofuran-2-(3H)-one). As a reaction SMILES: [C:1]([NH:8][C@H:9]([C@H:17]1[O:21][C:20](=[O:22])[CH2:19][CH2:18]1)[CH2:10][C:11]1[CH:16]=[CH:15][CH:14]=[CH:13][CH:12]=1)([O:3][C:4]([CH3:7])([CH3:6])[CH3:5])=[O:2].CN1C(=O)N(C)CCC1.C[Si]([N-][Si](C)(C)C)(C)C.[Li+].[CH3:42][O:43][C:44]1[CH:51]=[C:50]([O:52][CH3:53])[CH:49]=[CH:48][C:45]=1[CH2:46]Br.C(O)(=O)CC.C(O)(=O)CC(CC(O)=O)(C(O)=O)O>C1COCC1.C(OCC)(=O)C.O.C1(C)C=CC=CC=1>[C:1]([NH:8][C@H:9]([C@H:17]1[O:21][C:20](=[O:22])[C@H:19]([CH2:46][C:45]2[CH:48]=[CH:49][C:50]([O:52][CH3:53])=[CH:51][C:44]=2[O:43][CH3:42])[CH2:18]1)[CH2:10][C:11]1[CH:16]=[CH:15][CH:14]=[CH:13][CH:12]=1)([O:3][C:4]([CH3:6])([CH3:7])[CH3:5])=[O:2] |f:2.3|. Procedure: A solution of 3.57 g (11.7 mmol) of 5(S)-[1(S)-(Boc-amino)-2-phenylethyl]dihydrofuran-2-(3H)-one [Example 2b)] in 12 ml of abs. THF and 2.35 ml of DMPU (1.65 equivalents) is cooled down to -75° C., under argon, and is treated dropwise, at an internal temperature of less than -70° C. and over a period of 30 min, with 22.9 ml (1.96 equivalents) of a 1M solution of lithium bis(trimethylsilyl)amide in THF (Aldrich, Steinheim, FRG). After a further 15 min, 25 ml of a toluene solution containing appro... Starting materials: C=CCOC1CC(C=C(C)C2OC(=O)C3CCCCN3C(=O)C(=O)C3(O)OC(C(OC)CC(C)CC(C)=CC(CC)C(=O)CC(O)C2C)C(OC)CC3C)CCC1Oc1ccc2c(ccn2C)c1, CCOC(C)=O, [H][H], [Rh]. Yields the product CCCOC1CC(C=C(C)C2OC(=O)C3CCCCN3C(=O)C(=O)C3(O)OC(C(OC)CC(C)CC(C)=CC(CC)C(=O)CC(O)C2C)C(OC)CC3C)CCC1Oc1ccc2c(ccn2C)c1. RXN SMILES: [CH2:1]([CH3:2])[CH:3]1[C:4](=[O:68])[CH2:5][CH:6]([OH:67])[CH:7]([CH3:66])[CH:8]([C:42](=[CH:43][CH:44]2[CH2:45][CH:46]([O:61][CH2:62][CH:63]=[CH2:64])[CH:47]([O:50][c:51]3[cH:52][c:53]4[cH:54][cH:55][n:56]([CH3:60])[c:57]4[cH:58][cH:59]3)[CH2:48][CH2:49]2)[CH3:65])[O:9][C:10](=[O:41])[CH:11]2[CH2:12][CH2:13][CH2:14][CH2:15][N:16]2[C:17](=[O:40])[C:18](=[O:39])[C:19]2([OH:38])[CH:20]([CH3:37])[CH2:21][CH:22]([O:35][CH3:36])[CH:23]([CH:24]([O:32][CH3:33])[CH2:25][CH:26]([CH3:31])[CH2:27][C:28]([CH3:30])=[CH:29]1)[O:34]2.[CH3:71][CH2:72][O:73][C:74](=[O:75])[CH3:76].[H:69][H:70].[Rh:77]>>[CH2:1]([CH3:2])[CH:3]1[C:4](=[O:68])[CH2:5][CH:6]([OH:67])[CH:7]([CH3:66])[CH:8]([C:42](=[CH:43][CH:44]2[CH2:45][CH:46]([O:61][CH2:62][CH2:63][CH3:64])[CH:47]([O:50][c:51]3[cH:52][c:53]4[cH:54][cH:55][n:56]([CH3:60])[c:57]4[cH:58][cH:59]3)[CH2:48][CH2:49]2)[CH3:65])[O:9][C:10](=[O:41])[CH:11]2[CH2:12][CH2:13][CH2:14][CH2:15][N:16]2[C:17](=[O:40])[C:18](=[O:39])[C:19]2([OH:38])[CH:20]([CH3:37])[CH2:21][CH:22]([O:35][CH3:36])[CH:23]([CH:24]([O:32][CH3:33])[CH2:25][CH:26]([CH3:31])[CH2:27][C:28]([CH3:30])=[CH:29]1)[O:34]2. Starting materials: [Cl-], CCCCCC(F)CO, Cc1ccc(S(=O)(=O)O)cc1, c1ccncc1. Product: CCCCCC(F)COS(=O)(=O)c1ccc(C)cc1. Reaction SMILES: [Cl-:16].[F:1][CH:2]([CH2:3][OH:4])[CH2:5][CH2:6][CH2:7][CH2:8][CH3:9].[c:17]1([CH3:27])[cH:18][cH:19][c:20]([S:23](=[O:24])(=[O:25])[OH:26])[cH:21][cH:22]1.[cH:10]1[cH:11][cH:12][n:13][cH:14][cH:15]1>>[F:1][CH:2]([CH2:3][O:4][S:23]([c:20]1[cH:19][cH:18][c:17]([CH3:27])[cH:22][cH:21]1)(=[O:24])=[O:25])[CH2:5][CH2:6][CH2:7][CH2:8][CH3:9]. Starting materials: Cl.ClCCN1CCCCC1 (1-(2-chloroethyl)piperidine hydrochloride), C(=O)([O-])[O-].[Cs+].[Cs+] (Cs2CO3), 3-chloro-4-hydroxy ethylbenzoate, CN(C)C=O (DMF). Reaction conditions: temperature 0 celsius. The product is N1(CCCCC1)CCOC1=C(C=C(C(=O)O)C=C1)Cl (4-[2-(1-Piperidinyl)ethoxy]-3-chlorobenzoic Acid). As a reaction SMILES: [ClH:1].Cl[CH2:3][CH2:4][N:5]1[CH2:10][CH2:9][CH2:8][CH2:7][CH2:6]1.[C:11]([O-:14])([O-])=[O:12].[Cs+].[Cs+].CN([CH:20]=[O:21])C>>[N:5]1([CH2:4][CH2:3][O:21][C:20]2[CH:10]=[CH:9][C:8]([C:11]([OH:14])=[O:12])=[CH:7][C:6]=2[Cl:1])[CH2:10][CH2:9][CH2:8][CH2:7][CH2:6]1 |f:0.1,2.3.4|. Procedure: 7.1 g (35.4 mmol) of 3-chloro-4-hydroxy ethylbenzoate was dissolved in 250 mL of DMF and 13.1 g (71 mmol) of 1-(2-chloroethyl)piperidine hydrochloride and 52 g (160 mmol) of Cs2CO3 was added. The reaction mixture was heated to reflux for four hours. The reaction was allowed to cool and evaporated to dryness. The residue was dissolved in 80 mL of MeOH and 40 mL of 1 N NaOH was added. The reaction mixture was heated to reflux for two hours and cooled to 0° C. The reaction mixture was acidified wit... The reactants are C(C)(C)OC=1C=C(C(=O)O)C=C(C1)OC(C)C (3,5-diisopropoxybenzoic acid), NC=1SC=C(N1)CC(=O)OCC (ethyl 2-aminothiazol-4-ylacetate). Yields the product C(C)OC(CC=1N=C(SC1)NC(C1=CC(=CC(=C1)OC(C)C)OC(C)C)=O)=O ([2-(3,5-Diisopropoxy-benzoylamino)-thiazol-4-yl]acetic acid ethyl ester). Reported procedure: [2-(3,5-Diisopropoxy-benzoylamino)-thiazol-4-yl]acetic acid ethyl ester was prepared from 3,5-diisopropoxybenzoic acid (prepared as described in general synthetic descriptions B, using 2-bromopropane as alkylhalid) and ethyl 2-aminothiazol-4-ylacetate following synthetic description A. As a reaction SMILES: [CH:1]([O:4][C:5]1[CH:6]=[C:7]([CH:11]=[C:12]([O:14][CH:15]([CH3:17])[CH3:16])[CH:13]=1)[C:8]([OH:10])=O)([CH3:3])[CH3:2].[NH2:18][C:19]1[S:20][CH:21]=[C:22]([CH2:24][C:25]([O:27][CH2:28][CH3:29])=[O:26])[N:23]=1>>[CH2:28]([O:27][C:25](=[O:26])[CH2:24][C:22]1[N:23]=[C:19]([NH:18][C:8](=[O:10])[C:7]2[CH:11]=[C:12]([O:14][CH:15]([CH3:17])[CH3:16])[CH:13]=[C:5]([O:4][CH:1]([CH3:2])[CH3:3])[CH:6]=2)[S:20][CH:21]=1)[CH3:29]. Reactants: [I-].[Li+] (lithium iodide), C(#N)C1=NC=2CCC(CC2C=C1)C(=O)OC (methyl 2-cyano-5,6,7,8-tetrahydroquinoline-6-carboxylate), N1=CC=CC=C1 (pyridine), two. Product: C(#N)C1=NC=2CCC(CC2C=C1)C(=O)O (2-Cyano-5,6,7,8-tetrahydroquinoline-6-carboxylic acid). Isolated yield 81.6%. As a reaction SMILES: [I-].[Li+].[C:3]([C:5]1[CH:14]=[CH:13][C:12]2[CH2:11][CH:10]([C:15]([O:17]C)=[O:16])[CH2:9][CH2:8][C:7]=2[N:6]=1)#[N:4].N1C=CC=CC=1>>[C:3]([C:5]1[CH:14]=[CH:13][C:12]2[CH2:11][CH:10]([C:15]([OH:17])=[O:16])[CH2:9][CH2:8][C:7]=2[N:6]=1)#[N:4] |f:0.1|. Reported procedure: A mixture of lithium iodide (10.3 g, 77.0 mmol), methyl 2-cyano-5,6,7,8-tetrahydroquinoline-6-carboxylate (3.32 g, 15.4 mmol) and pyridine (39 mL, 480 mmol) was divided evenly between two 35 mL vials and the mixtures submitted to microwave irradiation for 4 hr at 130° C. The reactions were combined and concentrated to ˜15 mL. The residue was diluted with water (50 mL) and DCM (200 mL) and 1M citric acid (150 mL) was added until a pH of 4 was attained. The aqueous was extracted with additional DC... The reactants are CS(=O)(=O)Cl, CCOC(C)=O, COc1cc(-c2nc(CCO)cs2)cc(OC)c1OC, c1ccncc1. Product: COc1cc(-c2nc(CCOS(C)(=O)=O)cs2)cc(OC)c1OC. RXN SMILES: [CH3:21][S:22]([Cl:23])(=[O:24])=[O:25].[CH3:32][CH2:33][O:34][C:35](=[O:36])[CH3:37].[OH:1][CH2:2][CH2:3][c:4]1[n:5][c:6](-[c:9]2[cH:10][c:11]([O:19][CH3:20])[c:12]([O:17][CH3:18])[c:13]([O:15][CH3:16])[cH:14]2)[s:7][cH:8]1.[cH:26]1[cH:27][cH:28][n:29][cH:30][cH:31]1>>[O:1]([CH2:2][CH2:3][c:4]1[n:5][c:6](-[c:9]2[cH:10][c:11]([O:19][CH3:20])[c:12]([O:17][CH3:18])[c:13]([O:15][CH3:16])[cH:14]2)[s:7][cH:8]1)[S:22]([CH3:21])(=[O:24])=[O:25].